This data is from the Open Reaction Database (ORD), a public repository of structured organic reaction records. The task is: describe an organic reaction: reactants, conditions, products, and yield The reactants are C(\C=C/C(=O)O)(=O)O (Maleic acid), O[C@H]1C(OC=2C=C3NC(COC3=CC2[C@@H]1NCCC1=CC=CC=C1)=O)(C)C ((7R*,8S*)-7-hydroxy-6,6-dimethyl-8-[(2-phenylethyl)amino]-4,6,7,8-tetrahydro-1,5-dioxa-4-aza-anthracene-3-one), [H-].[Al+3].[Li+].[H-].[H-].[H-] (lithium aluminum hydride), C(O)([O-])=O.[Na+] (sodium hydrogencarbonate). Run in C(C)(=O)OCC (ethyl acetate), CCCCCC (hexane), O1CCCC1 (tetrahydrofuran). Run at temperature 90 celsius, time 1.5 hour. Product: C(\C=C/C(=O)O)(=O)O.CC1(OC=2C=C3NCCOC3=CC2[C@@H]([C@H]1O)NCCC1=CC=CC=C1)C ((7R*,8S*)-6,6-dimethyl-8-[(2-phenylethyl)amino]-2,3,4,6,7,8-hexahydro-1,5-dioxa-4-aza-anthracene-7-ol maleate). Yield: 60.0%. Reaction SMILES: [OH:1][C@@H:2]1[C@@H:15]([NH:16][CH2:17][CH2:18][C:19]2[CH:24]=[CH:23][CH:22]=[CH:21][CH:20]=2)[C:14]2[CH:13]=[C:12]3[C:7]([NH:8][C:9](=O)[CH2:10][O:11]3)=[CH:6][C:5]=2[O:4][C:3]1([CH3:27])[CH3:26].[H-].[Al+3].[Li+].[H-].[H-].[H-].C(=O)([O-])O.[Na+].[C:39]([OH:46])(=[O:45])/[CH:40]=[CH:41]\[C:42]([OH:44])=[O:43]>O1CCCC1.C(OCC)(=O)C.CCCCCC>[C:39]([OH:46])(=[O:45])/[CH:40]=[CH:41]\[C:42]([OH:44])=[O:43].[CH3:26][C:3]1([CH3:27])[C@H:2]([OH:1])[C@@H:15]([NH:16][CH2:17][CH2:18][C:19]2[CH:24]=[CH:23][CH:22]=[CH:21][CH:20]=2)[C:14]2[CH:13]=[C:12]3[C:7]([NH:8][CH2:9][CH2:10][O:11]3)=[CH:6][C:5]=2[O:4]1 |f:1.2.3.4.5.6,7.8,13.14|. Reported procedure: To a solution of (7R*,8S*)-7-hydroxy-6,6-dimethyl-8-[(2-phenylethyl)amino]-4,6,7,8-tetrahydro-1,5-dioxa-4-aza-anthracene-3-one (42 mg, 0.11 mmol) in tetrahydrofuran (1.2 mL), lithium aluminum hydride (1M solution in tetrahydrofuran, 570 μL, 0.57 mmol) was added at room temperature, and the resulting mixture was stirred at 90° C. for 1.5 hour. Upon the completion of the reaction, saturated aqueous sodium hydrogencarbonate solution was added thereto, the resulting solution was extracted with ethyl... Starting materials: C1=C(C=CC2=CC=CC=C12)C(CN1C=NC=C1)O (1-[2-(2-naphthyl)-2-hydroxyethyl]imidazole), IC (iodomethane), CN(P(=O)(N(C)C)N(C)C)C (hexamethylphosphoramide), [H-].[Na+] (sodium hydride). The solvent is O (water). Reaction conditions: time 1 hour. Yields the product C1=C(C=CC2=CC=CC=C12)C(CN1C=NC=C1)OC (1-[2-(2-naphthyl)-2-(methoxy)ethyl]imidazole). RXN SMILES: [CH:1]1[C:10]2[C:5](=[CH:6][CH:7]=[CH:8][CH:9]=2)[CH:4]=[CH:3][C:2]=1[CH:11]([OH:18])[CH2:12][N:13]1[CH:17]=[CH:16][N:15]=[CH:14]1.[CH3:19]N(C)P(N(C)C)(N(C)C)=O.[H-].[Na+].IC>O>[CH:1]1[C:10]2[C:5](=[CH:6][CH:7]=[CH:8][CH:9]=2)[CH:4]=[CH:3][C:2]=1[CH:11]([O:18][CH3:19])[CH2:12][N:13]1[CH:17]=[CH:16][N:15]=[CH:14]1 |f:2.3|. Reported procedure: To a solution of 2.38 g. of 1-[2-(2-naphthyl)-2-hydroxyethyl]imidazole in 40 ml. of hexamethylphosphoramide under nitrogen is added 480 mg. of a 56% dispersion of sodium hydride in mineral oil. After stirring for 1 hour at room temperature, the temperature is adjusted to 50° C. and stirring is continued for 1 to 2 hours. The reaction mixture is then cooled to about 5° C. and 0.74 ml. of iodomethane is added dropwise. Thereafter, the solution is stirred at 5° to 10° C. for 1 hour, then at room te...